This data is from the Open Reaction Database (ORD), a public repository of structured organic reaction records. The task is: describe an organic reaction: reactants, conditions, products, and yield Solvent: O (H2O). Reactants: C(C)(C)(C)OC(=O)N1CC(N(CC1)C1=NC=CN=C1Cl)C (3′-Chloro-2-methyl-2,3,5,6-tetrahydro-[1,2′]bipyrazinyl-4-carboxylic acid tert-butyl ester), C(C)(C)(C)O (tert-butyl alcohol), N1=CC=C(C=C1)CO (pyridin-4-yl-methanol), C(C)(C)(C)C([O-])CCC.[K+] (potassium tert-butyl butoxide). Conditions: time 8 hour. Reported procedure: 3′-Chloro-2-methyl-2,3,5,6-tetrahydro-[1,2′]bipyrazinyl-4-carboxylic acid tert-butyl ester (1.88 g, 6.0 mmol), pyridin-4-yl-methanol (1.35 g, 12.4 mmol) and a solution of 1M potassium tert-butyl butoxide in tert-butyl alcohol (14 mL, 14 mmol) were combined and stirred at room temperature overnight. The reaction mixture is diluted with H2O and washed with EtOAc (3×). The combined EtOAc extractions were washed with 6% NaHCO3 (2×), sat's NaCl (1×), dried (Na2SO4), and concentrated in vacuo. The cru... The product is C(C)(C)(C)OC(=O)N1CC(N(CC1)C1=NC=CN=C1OCC1=CC=NC=C1)C (2-methyl-3′-(pyridin-4-ylmethoxy)-2,3,5,6-tetrahydro-[1,2′]bipyrazinyl-4-carboxylic acid tert-butyl ester). The yield is 81.7%. Reaction SMILES: [C:1]([O:5][C:6]([N:8]1[CH2:13][CH2:12][N:11]([C:14]2[C:19](Cl)=[N:18][CH:17]=[CH:16][N:15]=2)[CH:10]([CH3:21])[CH2:9]1)=[O:7])([CH3:4])([CH3:3])[CH3:2].[N:22]1[CH:27]=[CH:26][C:25]([CH2:28][OH:29])=[CH:24][CH:23]=1.C(C(CCC)[O-])(C)(C)C.[K+].C(O)(C)(C)C>O>[C:1]([O:5][C:6]([N:8]1[CH2:13][CH2:12][N:11]([C:14]2[C:19]([O:29][CH2:28][C:25]3[CH:26]=[CH:27][N:22]=[CH:23][CH:24]=3)=[N:18][CH:17]=[CH:16][N:15]=2)[CH:10]([CH3:21])[CH2:9]1)=[O:7])([CH3:4])([CH3:3])[CH3:2] |f:2.3|.